From a dataset of the Open Reaction Database (ORD), a public repository of structured organic reaction records. describe an organic reaction: reactants, conditions, products, and yield Starting materials: CP(OCC)(=O)C1=C(C=CC=C1)[N+](=O)[O-] (ethyl P-methyl-2-nitrophenylphosphinate). The reagents and catalysts are [Pd] (palladium on carbon). The solvent is C(C)O (ethanol). Product: CP(OCC)(=O)C1=C(C=CC=C1)N (ethyl P-methyl-2-aminophenylphosphinate). As a reaction SMILES: [CH3:1][P:2]([C:7]1[CH:12]=[CH:11][CH:10]=[CH:9][C:8]=1[N+:13]([O-])=O)(=[O:6])[O:3][CH2:4][CH3:5]>C(O)C.[Pd]>[CH3:1][P:2]([C:7]1[CH:12]=[CH:11][CH:10]=[CH:9][C:8]=1[NH2:13])(=[O:6])[O:3][CH2:4][CH3:5]. Procedure: A solution of ethyl P-methyl-2-nitrophenylphosphinate (10 mmol) in ethanol (40 ml) containing 10% palladium on carbon (200 mg) is hydrogenated at atmospheric pressure. After cessation of hydrogen uptake, the mixture is filtered and evaporated to dryness to give ethyl P-methyl-2-aminophenylphosphinate. Reactants: CC(C)(C)C1=CC=C(C=C1)C=1N=C(SC1C1=CC=NC=C1)N ([4-[4-(1,1-dimethylethyl)phenyl]-5-(4-pyridyl)-1,3-thiazol-2-yl]amine), Cl.C(C1=CN=CC=C1)(=O)Cl (nicotinoyl chloride hydrochloride), C(O)([O-])=O.[Na+] (sodium hydrogencarbonate). Reagents/catalysts: CN(C1=CC=NC=C1)C (4-dimethylaminopyridine). The solvent is CN(C(C)=O)C (N,N-dimethylacetamide). Reaction conditions: temperature 70 celsius, time 14 hour. The product is CC(C)(C)C1=CC=C(C=C1)C=1N=C(SC1C1=CC=NC=C1)NC(C1=CN=CC=C1)=O (N-[4-[4-(1,1-dimethylethyl)phenyl]-5-(4-pyridyl)-1,3-thiazol-2-yl]nicotinamide). Isolated yield 73.0%. RXN SMILES: [CH3:1][C:2]([C:5]1[CH:10]=[CH:9][C:8]([C:11]2[N:12]=[C:13]([NH2:22])[S:14][C:15]=2[C:16]2[CH:21]=[CH:20][N:19]=[CH:18][CH:17]=2)=[CH:7][CH:6]=1)([CH3:4])[CH3:3].Cl.[C:24](Cl)(=[O:31])[C:25]1[CH:30]=[CH:29][CH:28]=[N:27][CH:26]=1.C(=O)([O-])O.[Na+]>CN(C)C1C=CN=CC=1.CN(C)C(=O)C>[CH3:4][C:2]([C:5]1[CH:10]=[CH:9][C:8]([C:11]2[N:12]=[C:13]([NH:22][C:24](=[O:31])[C:25]3[CH:30]=[CH:29][CH:28]=[N:27][CH:26]=3)[S:14][C:15]=2[C:16]2[CH:17]=[CH:18][N:19]=[CH:20][CH:21]=2)=[CH:7][CH:6]=1)([CH3:1])[CH3:3] |f:1.2,3.4|. Procedure: To a solution of [4-[4-(1,1-dimethylethyl)phenyl]-5-(4-pyridyl)-1,3-thiazol-2-yl]amine (0.50 g, 1.62 mmol) and 4-dimethylaminopyridine (0.06 g, 0.49 mmol) in N,N-dimethylacetamide (5 mL) was added nicotinoyl chloride hydrochloride (0.43 g, 2.42 mmol) and the mixture was stirred at 70° C. for 14 h. To the reaction mixture was poured aqueous sodium hydrogencarbonate solution and the precipitated solid was collected by filtration. The obtained solid was washed with water and dried. The crude crysta...